Dataset: the Open Reaction Database (ORD), a public repository of structured organic reaction records. Task: describe an organic reaction: reactants, conditions, products, and yield Reactants: C([C@H](O)[C@@H](O)C(=O)O)(=O)O (L-tartaric acid), ClC1=CC=C(C=C1)N1C([C@H](CC1)CN1CCN(CC1)CCOC)=O ((R)-1-(4-chlorophenyl)-3-(4-(2-methoxyethyl)piperazin-1-yl)methyl-2-pyrrolidinone). Solvent: C(C)O (ethanol), C(C)O (ethanol). Product: O.O.C(=O)(O)[C@H](O)[C@@H](O)C(=O)O.C(=O)(O)[C@H](O)[C@@H](O)C(=O)O.ClC1=CC=C(C=C1)N1C([C@H](CC1)CN1CCN(CC1)CCOC)=O ((R)-1-(4-chlorophenyl)-3-(4-(2methoxyethyl)piperazin-1-yl)methyl-2-pyrrolidinone di-L-tartrate dihydrate). Yield: 59.6%. As a reaction SMILES: [C:1]([OH:10])(=[O:9])[C@@H:2]([C@H:4]([C:6]([OH:8])=[O:7])[OH:5])[OH:3].[Cl:11][C:12]1[CH:17]=[CH:16][C:15]([N:18]2[CH2:22][CH2:21][C@H:20]([CH2:23][N:24]3[CH2:29][CH2:28][N:27]([CH2:30][CH2:31][O:32][CH3:33])[CH2:26][CH2:25]3)[C:19]2=[O:34])=[CH:14][CH:13]=1>C(O)C>[OH2:3].[OH2:32].[C:6]([C@@H:4]([C@H:2]([C:1]([OH:10])=[O:9])[OH:3])[OH:5])([OH:8])=[O:7].[C:6]([C@@H:4]([C@H:2]([C:1]([OH:10])=[O:9])[OH:3])[OH:5])([OH:8])=[O:7].[Cl:11][C:12]1[CH:17]=[CH:16][C:15]([N:18]2[CH2:22][CH2:21][C@H:20]([CH2:23][N:24]3[CH2:25][CH2:26][N:27]([CH2:30][CH2:31][O:32][CH3:33])[CH2:28][CH2:29]3)[C:19]2=[O:34])=[CH:14][CH:13]=1 |f:3.4.5.6.7|. Procedure: To a solution of 300 mg of L-tartaric acid in 20 mL of ethanol was added a solution of 352 mg of (R)-1-(4-chlorophenyl)-3-(4-(2-methoxyethyl)piperazin-1-yl)methyl-2-pyrrolidinone in 10 mL of ethanol. The mixture was stirred at room temperature and cooled. The precipitated solid was filtered and dried to give 205 mg of the title compound. Starting materials: BrC1=CC=C(C=C1)C(N=C=O)Cl (1-bromo-4-(chloro(isocyanato)methyl)benzene), BrC1=CC=C(C=C1)C(N=C=O)Cl (1-bromo-4-(chloro(isocyanato)methyl)benzene), CC1(CCC(=CC1=O)NC1=CC(=CC=C1)C(F)(F)F)C (6,6-Dimethyl-3-(3-(trifluoromethyl)phenylamino)cyclohex-2-enone), CC1(CCC(=CC1=O)NC1=CC(=CC=C1)C(F)(F)F)C (6,6-Dimethyl-3-(3-(trifluoromethyl)phenylamino)cyclohex-2-enone). Run in ClCCl (dichloromethane), ClCCl (dichloromethane). Product: BrC1=CC=C(C=C1)C1NC(N(C=2CCC(C(C12)=O)(C)C)C1=CC(=CC=C1)C(F)(F)F)=O (4-(4-Bromophenyl)-6,6-dimethyl-1-(3-(trifluoromethyl)phenyl)-3,4,7,8-tetrahydroquinazoline-2,5(1H,6H)-dione). RXN SMILES: [Br:1][C:2]1[CH:7]=[CH:6][C:5]([CH:8](Cl)[N:9]=[C:10]=[O:11])=[CH:4][CH:3]=1.[CH3:13][C:14]1([CH3:32])[C:19](=[O:20])[CH:18]=[C:17]([NH:21][C:22]2[CH:27]=[CH:26][CH:25]=[C:24]([C:28]([F:31])([F:30])[F:29])[CH:23]=2)[CH2:16][CH2:15]1>ClCCl>[Br:1][C:2]1[CH:7]=[CH:6][C:5]([CH:8]2[C:18]3[C:19](=[O:20])[C:14]([CH3:32])([CH3:13])[CH2:15][CH2:16][C:17]=3[N:21]([C:22]3[CH:27]=[CH:26][CH:25]=[C:24]([C:28]([F:29])([F:30])[F:31])[CH:23]=3)[C:10](=[O:11])[NH:9]2)=[CH:4][CH:3]=1. Procedure: A solution of 1-bromo-4-(chloro(isocyanato)methyl)benzene (569 mg, 2.31 mmol) in dichloromethane (5 mL) is added to a solution of 6,6-dimethyl-3-(3-(trifluoromethyl)-phenylamino)cyclohex-2-enone (intermediate 6, 654 mg, 2.31 mmol) in dichloromethane (15 mL), and the resulting mixture is heated at reflux for 4 h and stirred at room temperature over night. Another portion of 1-bromo-4-(chloro(isocyanato)methyl)benzene (283 mg, 1.15 mmol) is added and the mixture is heated at reflux for 24 h. The m... Reactants: COC1=C(C=C(C2=CC=CC=C12)OC)/C=C(/C(=O)O)\C ((E)-3-(1,4-dimethoxynaphthalen-2-yl)-2-methylpropenoic acid), [N+](=O)(O)[O-] (HNO3). Reagents/catalysts: CC(=O)O (AcOH). The solvent is C(C)(=O)OCC (ethyl acetate), C(C)(=O)OCC (ethyl acetate). Run at time 4 hour. Product: C1(C(=CC(C2=CC=CC=C12)=O)/C=C(/C(=O)O)\C)=O ((E)-3-(1,4-naphthoquinon-2-yl)-2-methylpropenoic acid). The yield is 57.3%. RXN SMILES: C[O:2][C:3]1[C:12]2[C:7](=[CH:8][CH:9]=[CH:10][CH:11]=2)[C:6]([O:13]C)=[CH:5][C:4]=1/[CH:15]=[C:16](\[CH3:20])/[C:17]([OH:19])=[O:18].[N+]([O-])(O)=O>C(OCC)(=O)C.CC(O)=O>[C:3]1(=[O:2])[C:12]2[C:7](=[CH:8][CH:9]=[CH:10][CH:11]=2)[C:6](=[O:13])[CH:5]=[C:4]1/[CH:15]=[C:16](\[CH3:20])/[C:17]([OH:19])=[O:18]. Reported procedure: Following modified procedures of Shinkawa et al. and Flader et al.16,22 the acid 29a (0.114 g, 0.419 mmol) was dissolved in ethyl acetate (10 mL) at room temperature, then HNO3 (1.0 mL) and AcOH (3 drops) were added at room temperature. The reaction was stirred at room temperature for 4 hours before being diluted with ethyl acetate and washed with brine. The organic layer was dried over MgSO4, filtered, and condensed. The yellow oil was then purified by either flash column chromatography (2:3 Et... Starting materials: FC1=CC=C(CN2C(CNC(C2)CCN(C)OC)=O)C=C1 (1-(4-fluorobenzyl)-5-{2-[methoxy(methyl)amino]ethyl}piperazine-2-one), C(C)(C)N=C=O (isopropyl isocyanate). Solvent: C(Cl)Cl (CH2Cl2). Run at time 18 hour. Product: FC1=CC=C(CN2CC(N(CC2=O)C(=O)NC(C)C)CCN(C)OC)C=C1 (4-(4-Fluorobenzyl)-N-isopropyl-2-{2-[methoxy(methyl)amino]ethyl}-5-oxopiperazine-1-carboxamide). Reaction SMILES: [F:1][C:2]1[CH:21]=[CH:20][C:5]([CH2:6][N:7]2[CH2:12][CH:11]([CH2:13][CH2:14][N:15]([O:17][CH3:18])[CH3:16])[NH:10][CH2:9][C:8]2=[O:19])=[CH:4][CH:3]=1.[CH:22]([N:25]=[C:26]=[O:27])([CH3:24])[CH3:23]>C(Cl)Cl>[F:1][C:2]1[CH:3]=[CH:4][C:5]([CH2:6][N:7]2[C:8](=[O:19])[CH2:9][N:10]([C:26]([NH:25][CH:22]([CH3:24])[CH3:23])=[O:27])[CH:11]([CH2:13][CH2:14][N:15]([O:17][CH3:18])[CH3:16])[CH2:12]2)=[CH:20][CH:21]=1. Reported procedure: A solution of 1-(4-fluorobenzyl)-5-{2-[methoxy(methyl)amino]ethyl}piperazine-2-one (784 mg, 2.65 mmol) in anhydrous CH2Cl2 (13 mL) was treated with isopropyl isocyanate (391 μL, 3.98 mmol) and stirred under inert atmosphere at ambient temperature for 18 h. The solvent was removed in vacuo, and the resulting oil was purified by silica gel chromatography (EtOAc to 5% MeOH/EtOAc to 10% MeOH/EtOAc) to afford the title urea as a light orange oil. Reactants: BrC1=CC=C(OCCC(C(=O)OCC)C(=O)OCC)C=C1 (diethyl 2-(2-(4-bromophenoxy)ethyl)malonate), [BH4-].[Na+] (sodium borohydride). Run in CO (MeOH). Run at time 30 minute. Yields the product BrC1=CC=C(OCCC(CO)CO)C=C1 (2-(2-(4-bromophenoxy)ethyl)propane-1,3-diol). As a reaction SMILES: [Br:1][C:2]1[CH:21]=[CH:20][C:5]([O:6][CH2:7][CH2:8][CH:9]([C:15](OCC)=[O:16])[C:10](OCC)=[O:11])=[CH:4][CH:3]=1.[BH4-].[Na+]>CO>[Br:1][C:2]1[CH:3]=[CH:4][C:5]([O:6][CH2:7][CH2:8][CH:9]([CH2:15][OH:16])[CH2:10][OH:11])=[CH:20][CH:21]=1 |f:1.2|. Procedure details: To a solution of diethyl 2-(2-(4-bromophenoxy)ethyl)malonate (2.50 g, 6.96 mmol) in anhydrous MeOH (15 mL) was added sodium borohydride (1.32 g, 34.8 mmol) in portions at 0° C. The reaction mixture was stirred for 30 minutes at this temperature. The reaction mixture was then carefully quenched with water and extracted with ethyl acetate (4×50 mL). The combined organic layers were dried over sodium sulfate, filtered, and concentrated under reduced pressure to give the crude product. The crude pro... The reactants are N1C(=CC2=CC=CC=C12)C(=O)OCC (ethyl indole-2-carboxylate), C(CCCCCCCCCCCCCCCCC)(=O)O (octadecanoic acid), polyphosphoric acid, [OH-].[Na+] (NaOH), FC(C(=O)OC(C(F)(F)F)=O)(F)F (trifluoroacetic anhydride). Solvent: C(Cl)Cl (CH2Cl2). Product: C(CCCCCCCCCCC)(=O)C1=C(NC2=CC=CC=C12)C(=O)OCC (Ethyl 3-dodecanoylindole-2-carboxylate). RXN SMILES: [NH:1]1[C:9]2[C:4](=[CH:5][CH:6]=[CH:7][CH:8]=2)[CH:3]=[C:2]1[C:10]([O:12][CH2:13][CH3:14])=[O:11].[C:15](O)(=[O:33])[CH2:16][CH2:17][CH2:18][CH2:19][CH2:20][CH2:21][CH2:22][CH2:23][CH2:24][CH2:25][CH2:26]CCCCCC.FC(F)(F)C(OC(=O)C(F)(F)F)=O.[OH-].[Na+]>C(Cl)Cl>[C:15]([C:3]1[C:4]2[C:9](=[CH:8][CH:7]=[CH:6][CH:5]=2)[NH:1][C:2]=1[C:10]([O:12][CH2:13][CH3:14])=[O:11])(=[O:33])[CH2:16][CH2:17][CH2:18][CH2:19][CH2:20][CH2:21][CH2:22][CH2:23][CH2:24][CH2:25][CH3:26] |f:3.4|. Reported procedure: A mixture of 3.8 g (20 mmol) of ethyl indole-2-carboxylate, 6.0 g (30 mmol) of octadecanoic acid, 1.0 g of polyphosphoric acid, 20 ml of absol. CH2Cl2 and 4.4 ml of trifluoroacetic anhydride is stirred at room temperature for 4 h. Then 1 M NaOH is added, and the mixture is extracted with ether. The ether phase is dried over Na2SO4 and the solvent is distilled off. The product precipitates after addition of petroleum ether. Reactants: C(C1=CC=CC=C1)OC=1C(=NNC1C(=O)N(C)CC(C1=NC=CC=C1)O)C(=O)OC (methyl 4-(benzyloxy)-5-{[(2-hydroxy-2-pyridin-2-ylethyl)(methyl)amino]carbonyl}-1H-pyrazole-3-carboxylate), Cl.FC1=CC(=C(CN)C=C1)C(=O)NC (4-fluoro-2-[(methylamino)carbonyl]benzylamine hydrochloride). Yields the product C(C1=CC=CC=C1)OC=1C(=NN2C1C(N(CC2C2=NC=CC=C2)C)=O)C(=O)NCC2=C(C=C(C=C2)F)C(=O)NC (3-(Benzyloxy)-N-{4-fluoro-2-[(methylamino)carbonyl]benzyl}-5-methyl-4-oxo-7-pyridin-2-yl-4,5,6,7-tetrahydropyrazolo[1,5-a]pyrazine-2-carboxamide). RXN SMILES: [CH2:1]([O:8][C:9]1[C:10]([C:27]([O:29]C)=O)=[N:11][NH:12][C:13]=1[C:14]([N:16]([CH2:18][CH:19](O)[C:20]1[CH:25]=[CH:24][CH:23]=[CH:22][N:21]=1)[CH3:17])=[O:15])[C:2]1[CH:7]=[CH:6][CH:5]=[CH:4][CH:3]=1.Cl.[F:32][C:33]1[CH:40]=[CH:39][C:36]([CH2:37][NH2:38])=[C:35]([C:41]([NH:43][CH3:44])=[O:42])[CH:34]=1>>[CH2:1]([O:8][C:9]1[C:10]([C:27]([NH:38][CH2:37][C:36]2[CH:39]=[CH:40][C:33]([F:32])=[CH:34][C:35]=2[C:41]([NH:43][CH3:44])=[O:42])=[O:29])=[N:11][N:12]2[CH:19]([C:20]3[CH:25]=[CH:24][CH:23]=[CH:22][N:21]=3)[CH2:18][N:16]([CH3:17])[C:14](=[O:15])[C:13]=12)[C:2]1[CH:7]=[CH:6][CH:5]=[CH:4][CH:3]=1 |f:1.2|. Procedure: The title compound was prepared from methyl 4-(benzyloxy)-5-{[(2-hydroxy-2-pyridin-2-ylethyl)(methyl)amino]carbonyl}-1H-pyrazole-3-carboxylate using a procedure similar to that described in Example 43, Steps 2-4, except that 4-fluoro-2-[(methylamino)carbonyl]benzylamine hydrochloride was used in place of 4-fluorobenzylamine. Purification was achieved by removing the solvent in vacuo, and purifying the resulting residue by reverse phase chromatography on a C-18 column using a gradient elution of ... Starting materials: N1=CC(=CC=C1)CO (3-pyridylmethanol), acid chloride, carboxylic esters, carboxylic acids, ClCCCS(=O)(=O)OCC([C@H](C(=O)O)OCC1=CC=C(C=C1)OC)(C)C ((2R)-4-[(3-Chloropropyl)sulfonyloxy]-2-[(4-methoxyphenyl)methoxy]-3,3-dimethylbutanoic acid), C(C(=O)Cl)(=O)Cl (oxalyl chloride). The solvent is ClCCl (dichloromethane), ClCCl (dichloromethane). Product: ClCCCS(=O)(=O)OCC([C@H](C(=O)OCC=1C=NC=CC1)OCC1=CC=C(C=C1)OC)(C)C (3-Pyridylmethyl (2R)-4-[(3-chloropropyl)sulfonyloxy]-2-[(4-methoxyphenyl)methoxy]-3,3-dimethylbutanoate). Yield: 50.0%. As a reaction SMILES: [Cl:1][CH2:2][CH2:3][CH2:4][S:5]([O:8][CH2:9][C:10]([CH3:26])([CH3:25])[C@@H:11]([O:15][CH2:16][C:17]1[CH:22]=[CH:21][C:20]([O:23][CH3:24])=[CH:19][CH:18]=1)[C:12]([OH:14])=[O:13])(=[O:7])=[O:6].C(Cl)(=O)C(Cl)=O.[N:33]1[CH:38]=[CH:37][CH:36]=[C:35]([CH2:39]O)[CH:34]=1>ClCCl>[Cl:1][CH2:2][CH2:3][CH2:4][S:5]([O:8][CH2:9][C:10]([CH3:26])([CH3:25])[C@@H:11]([O:15][CH2:16][C:17]1[CH:22]=[CH:21][C:20]([O:23][CH3:24])=[CH:19][CH:18]=1)[C:12]([O:14][CH2:39][C:35]1[CH:34]=[N:33][CH:38]=[CH:37][CH:36]=1)=[O:13])(=[O:7])=[O:6]. Procedure: Following the general procedure for the preparation of carboxylic esters from carboxylic acids of Description 15, (2R)-4-[(3-chloropropyl)sulfonyloxy]-2-[(4-methoxyphenyl)methoxy]-3,3-dimethylbutanoic acid (13) (0.50 g, 1.2 mmol) dissolved in 20 mL of anhydrous dichloromethane (DCM) was reacted with 0.7 mL (1.4 mmol) of oxalyl chloride (2.0 M in DCM). After completion of the reaction, a solution of 0.28 mL of 3-pyridylmethanol (0.28 g, 2.5 mmol) in dichloromethane was added to the acid chloride.... Starting materials: C(=O)=O (carbon dioxide), [N+](=O)([O-])C1=C(NC2=CC(=CC(=C12)Cl)Cl)C(=O)OCC (3-nitro-2-carbethoxy-4,6-dichloroindole), C([O-])([O-])=O.[K+].[K+] (potassium carbonate), O.O.[Sn](Cl)Cl (tin (II) chloride dihydrate). The solvent is O (water), C(C)(=O)OCC (ethyl acetate), C(C)O (ethanol). The product is NC1=C(NC2=CC(=CC(=C12)Cl)Cl)C(=O)OCC (3-Amino-2-carbethoxy-4,6-dichloroindole). Yield: 97.6%. As a reaction SMILES: [N+:1]([C:4]1[C:12]2[C:7](=[CH:8][C:9]([Cl:14])=[CH:10][C:11]=2[Cl:13])[NH:6][C:5]=1[C:15]([O:17][CH2:18][CH3:19])=[O:16])([O-])=O.O.O.[Sn](Cl)Cl.C(=O)([O-])[O-].[K+].[K+].C(=O)=O>C(O)C.O.C(OCC)(=O)C>[NH2:1][C:4]1[C:12]2[C:7](=[CH:8][C:9]([Cl:14])=[CH:10][C:11]=2[Cl:13])[NH:6][C:5]=1[C:15]([O:17][CH2:18][CH3:19])=[O:16] |f:1.2.3,4.5.6|. Procedure details: Dissolve 3-nitro-2-carbethoxy-4,6-dichloroindole (38.1 g) in ethanol (1 L) and add tin (II) chloride dihydrate (163 g). Warm to between 65° and 75° C. for 4 to 5 hours. Cool to room temperature and pour into a mixture of ethyl acetate (3 L) and water (2 L). Add solid potassium carbonate and stir occasionally until the carbon dioxide evolution ceases. Filter throught Celite and separate the organic phase of the filtrate. Dry (MgSO4) and evaporate the solvent in vacuo to give the title compound as... Isolated yield 67.7%. The reactants are C(C)OCCOS(=O)(=O)C1=CC=C(C=C1)C (p-toluenesulfonic-acid-(2-ethoxyethyl)-ester), CC1=C(N)C(=CC=C1C)C (2,3,6-trimethylaniline). Solvent: C1(=CC=CC=C1)C (toluene). Procedure details: According to the method of Example 1a 553 g (2.26 moles) of p-toluenesulfonic-acid-(2-ethoxyethyl)-ester are added to a solution of 607 g (4.5 moles) 2,3,6-trimethylaniline in 1 liter of toluene. 317 g(68% of theoretical amount) of N-(2-ethoxyethyl)-2,3,6-trimethyl-aniline are obtained, b.p. 150°-152° C / 14 Torr. The product is C(C)OCCNC1=C(C(=CC=C1C)C)C (N-(2-ethoxyethyl)-2,3,6-trimethyl-aniline). RXN SMILES: [CH2:1]([O:3][CH2:4][CH2:5]OS(C1C=CC(C)=CC=1)(=O)=O)[CH3:2].[CH3:17][C:18]1[C:24]([CH3:25])=[CH:23][CH:22]=[C:21]([CH3:26])[C:19]=1[NH2:20]>C1(C)C=CC=CC=1>[CH2:1]([O:3][CH2:4][CH2:5][NH:20][C:19]1[C:21]([CH3:26])=[CH:22][CH:23]=[C:24]([CH3:25])[C:18]=1[CH3:17])[CH3:2].